This data is from the Open Reaction Database (ORD), a public repository of structured organic reaction records. The task is: describe an organic reaction: reactants, conditions, products, and yield The reactants are ClC=1C=C2C(=C(N(C2=CC1)S(=O)(=O)C1=CC=CC=C1)C(=O)OCC)S(=O)(=O)Cl (ethyl 5-chloro-3-(chlorosulfonyl)-1-(phenylsulfonyl)-1H-indole-2-carboxylate), N-cyclopropyl-N-methylammonium oxylate, IC=1C=C2C(=C(N(C2=CC1)S(=O)(=O)C1=CC=CC=C1)C(=O)OCC)S(=O)(=O)Cl (ethyl 5-iodo-3-(chlorosulfonyl)-1-(phenylsulfonyl)-1H-indole-2-carboxylate), Cl.CN (methylamine hydrochloride). The product is IC=1C=C2C(=C(NC2=CC1)C(=O)N)S(=O)(=O)N(C)C1CC1 (5-Iodo-3-{[cyclopropyl(methyl)amino]sulfonyl}-1H-indole-2-carboxamide). RXN SMILES: ClC1C=C2[C:8](=[CH:9][CH:10]=1)[N:7](S(C1C=CC=CC=1)(=O)=O)[C:6](C(OCC)=O)=C2S(Cl)(=O)=O.[I:29][C:30]1[CH:31]=[C:32]2[C:36](=[CH:37][CH:38]=1)[N:35](S(C1C=CC=CC=1)(=O)=O)[C:34]([C:48]([O:50]CC)=O)=[C:33]2[S:53](Cl)(=[O:55])=[O:54].Cl.C[NH2:59]>>[I:29][C:30]1[CH:31]=[C:32]2[C:36](=[CH:37][CH:38]=1)[NH:35][C:34]([C:48]([NH2:59])=[O:50])=[C:33]2[S:53]([N:7]([CH:8]1[CH2:9][CH2:10]1)[CH3:6])(=[O:54])=[O:55] |f:2.3|. Procedure: Following the procedures described in Steps D and E of Example 1, replacing in Step D ethyl 5-chloro-3-(chlorosulfonyl)-1-(phenylsulfonyl)-1H-indole-2-carboxylate with ethyl 5-iodo-3-(chlorosulfonyl)-1-(phenylsulfonyl)-1H-indole-2-carboxylate, and methylamine hydrochloride with N-cyclopropyl-N-methylammonium oxylate, the title compound was obtained. Proton NMR for the product was consistent with the titled compound. ESI+ MS: 420.16 [M+H]+. As a reaction SMILES: [CH3:1][O:2][C:3]1[C:4]([N:9]2[CH2:14][CH2:13][N:12]([CH2:15][CH2:16][CH2:17][C:18]3[C:26]4[C:21](=[CH:22][CH:23]=[C:24]([N+:27]([O-])=O)[CH:25]=4)[NH:20][CH:19]=3)[CH2:11][CH2:10]2)=[N:5][CH:6]=[N:7][CH:8]=1>C(O)C.C1COCC1.[Pd]>[CH3:1][O:2][C:3]1[C:4]([N:9]2[CH2:14][CH2:13][N:12]([CH2:15][CH2:16][CH2:17][C:18]3[C:26]4[C:21](=[CH:22][CH:23]=[C:24]([NH2:27])[CH:25]=4)[NH:20][CH:19]=3)[CH2:11][CH2:10]2)=[N:5][CH:6]=[N:7][CH:8]=1. Run at time 18 hour. Reported procedure: To a solution of 3-[3-[4-(5-methoxy-4-pyrimidyl)-1-piperazinyl]propyl]-5-nitroindole (0.550 g, 1.39 mmol) in a mixture of ethanol (120 mL) and THF (40 mL) was added 10% palladium-on-charcoal (0.30 g) and the mixture was hydrogenated on a Parr shaker at 40 psi for 18 h. The mixture was then filtered through Celite and the catalyst was washed with additional ethanol-THF. Evaporation of the filtrate gave the essentially pure title compound (0.557 g, 100%) as a brown foam. A sample of this material ... Product: COC=1C(=NC=NC1)N1CCN(CC1)CCCC1=CNC2=CC=C(C=C12)N (3-[3-[4-(5-Methoxy-4-pyrimidyl)-1-piperazinyl]propyl]-5-amino-1H-indole). The reagents and catalysts are [Pd] (palladium-on-charcoal). Reactants: COC=1C(=NC=NC1)N1CCN(CC1)CCCC1=CNC2=CC=C(C=C12)[N+](=O)[O-] (3-[3-[4-(5-methoxy-4-pyrimidyl)-1-piperazinyl]propyl]-5-nitroindole). The yield is 109.3%. The solvent is C(C)O (ethanol), C1CCOC1 (THF). The reactants are FC=1C=C(C=CC1N1C=NC(=C1)C(=O)O)N1C(O[C@H](C1)CNC(C)=O)=O (N-[(5S)-3-(3-Fluoro-4-(4-carboxyimidazol-1-y l)phenyl)-2-oxooxazolidin-5-ylmethyl]acetamide), [N+](=O)([O-])C1=CC=C(C=C1)O (4-nitrophenol), C1(CCCCC1)N=C=NC1CCCCC1 (dicyclohexylcarbodiimide). The reagents and catalysts are CN(C1=CC=NC=C1)C (4-dimethylaminopyridine). Solvent: CN(C=O)C (N,N-dimethylformamide), ClCCl (dichloromethane). Reaction conditions: time 17 hour. Product: FC=1C=C(C=CC1N1C=NC(=C1)C(=O)OC1=CC=C(C=C1)[N+](=O)[O-])N1C(O[C@H](C1)CNC(C)=O)=O (N-[(5S)-3-(3-Fluoro-4-(4-(4-nitrophenoxycarbonyl)imidazol-1-yl)phenyl)-2-oxooxazolidin-5-ylmethyl]acetamide). Yield: 87.0%. As a reaction SMILES: [F:1][C:2]1[CH:3]=[C:4]([N:16]2[CH2:20][C@H:19]([CH2:21][NH:22][C:23](=[O:25])[CH3:24])[O:18][C:17]2=[O:26])[CH:5]=[CH:6][C:7]=1[N:8]1[CH:12]=[C:11]([C:13]([OH:15])=[O:14])[N:10]=[CH:9]1.[N+:27]([C:30]1[CH:35]=[CH:34][C:33](O)=[CH:32][CH:31]=1)([O-:29])=[O:28].C1(N=C=NC2CCCCC2)CCCCC1>CN(C)C1C=CN=CC=1.CN(C)C=O.ClCCl>[F:1][C:2]1[CH:3]=[C:4]([N:16]2[CH2:20][C@H:19]([CH2:21][NH:22][C:23](=[O:25])[CH3:24])[O:18][C:17]2=[O:26])[CH:5]=[CH:6][C:7]=1[N:8]1[CH:12]=[C:11]([C:13]([O:15][C:33]2[CH:34]=[CH:35][C:30]([N+:27]([O-:29])=[O:28])=[CH:31][CH:32]=2)=[O:14])[N:10]=[CH:9]1. Procedure: N-[(5S)-3-(3-Fluoro-4-(4-carboxyimidazol-1-y l)phenyl)-2-oxooxazolidin-5-ylmethyl]acetamide (181 mg, 0.5 mM), 4-nitrophenol (139 mg, 1 mM), dicyclohexylcarbodiimide (144 mg, 0.7 mM) and 4-dimethylaminopyridine (61 mg, 0.5 mM) were dissolved in N,N-dimethylformamide (2 ml). The mixture was stirred at ambient temperature for 17 hours, diluted with dichloromethane (20 ml), washed with 1M aqueous sodium dihydrogen phosphate (10 ml), water (2×10 ml), and dried over magnesium sulfate. After filtration...